This data is from the Open Reaction Database (ORD), a public repository of structured organic reaction records. The task is: describe an organic reaction: reactants, conditions, products, and yield The reactants are N1C=NC(=C1)C=1C(=NOC1C(F)(F)F)C1=CC=CC=C1 (4-(1H-imidazol-4-yl)-3-phenyl-5-trifluoromethyl-isoxazole), ClC1=NC=C(C(=O)OC)C=C1 (methyl 6-chloronicotinate). Product: COC(C1=CN=C(C=C1)N1C=NC(=C1)C=1C(=NOC1C(F)(F)F)C1=CC=CC=C1)=O (6-[4-(3-Phenyl-5-trifluoromethyl-isoxazol-4-yl)-imidazol-1-yl]-nicotinic acid methyl ester). Yield: 76.0%. Reaction SMILES: [NH:1]1[CH:5]=[C:4]([C:6]2[C:7]([C:15]3[CH:20]=[CH:19][CH:18]=[CH:17][CH:16]=3)=[N:8][O:9][C:10]=2[C:11]([F:14])([F:13])[F:12])[N:3]=[CH:2]1.Cl[C:22]1[CH:31]=[CH:30][C:25]([C:26]([O:28][CH3:29])=[O:27])=[CH:24][N:23]=1>>[CH3:29][O:28][C:26](=[O:27])[C:25]1[CH:30]=[CH:31][C:22]([N:1]2[CH:5]=[C:4]([C:6]3[C:7]([C:15]4[CH:16]=[CH:17][CH:18]=[CH:19][CH:20]=4)=[N:8][O:9][C:10]=3[C:11]([F:14])([F:12])[F:13])[N:3]=[CH:2]2)=[N:23][CH:24]=1. Reported procedure: As described for Example 4, 4-(1H-imidazol-4-yl)-3-phenyl-5-trifluoromethyl-isoxazole (450 mg, 0.1.6 mmol) was converted, using methyl 6-chloronicotinate instead of 4-fluorobenzotrifluoride, to the title compound (510 mg, 76%) which was obtained as a white solid. MS: m/e=415.2 [M+H]+. Starting materials: CCOCC, Nc1n[nH]c2cccc(Cl)c12, O=C1OC(=O)c2ccccc21, C1COCCO1, O. The product is O=C1c2ccccc2C(=O)N1c1n[nH]c2cccc(Cl)c12. Reaction SMILES: [CH3:29][CH2:30][O:31][CH2:32][CH3:33].[NH2:7][c:8]1[n:9][nH:10][c:11]2[cH:12][cH:13][cH:14][c:15]([Cl:17])[c:16]12.[O:18]=[C:19]1[O:20][C:21](=[O:22])[c:23]2[cH:24][cH:25][cH:26][cH:27][c:28]21.[O:1]1[CH2:2][CH2:3][O:4][CH2:5][CH2:6]1.[OH2:34]>>[N:7]1([c:8]2[n:9][nH:10][c:11]3[cH:12][cH:13][cH:14][c:15]([Cl:17])[c:16]23)[C:19](=[O:18])[c:28]2[c:23]([cH:24][cH:25][cH:26][cH:27]2)[C:21]1=[O:20]. Reaction SMILES: [C:1]([CH3:2])(=[O:3])[NH:4][c:5]1[cH:6][c:7]([OH:11])[cH:8][cH:9][cH:10]1.[CH2:12]([CH3:13])[NH:14][CH2:15][CH3:16].[CH2:17]=[O:18].[CH3:19][CH2:20][OH:21]>>[C:1]([CH3:2])(=[O:3])[NH:4][c:5]1[cH:6][c:7]([OH:11])[c:8]([CH2:17][N:14]([CH2:12][CH3:13])[CH2:15][CH3:16])[cH:9][cH:10]1. Reactants: CC(=O)Nc1cccc(O)c1, CCNCC, C=O, CCO. Product: CCN(CC)Cc1ccc(NC(C)=O)cc1O. Starting materials: O=S1(CCN(CC1)C1=CC=C(C=C1)C1=CC(=C(S1)[N+](=O)[O-])C(=O)N)=O (5-[4-(1,1-dioxidothiomorpholin-4-yl)phenyl]-2-nitrothiophene-3-carboxamide), BrC1=CC(=C(S1)[N+](=O)[O-])C(=O)N (5-bromo-2-nitrothiophene-3-carboxamide), nitro. Product: NC=1SC(=CC1C(=O)N)C1=CC=C(C=C1)N1CCS(CC1)(=O)=O (2-Amino-5-[4-(1,1-dioxidothiomorpholin-4-yl)phenyl]thiophene-3-carboxamide). RXN SMILES: [O:1]=[S:2]1(=[O:25])[CH2:7][CH2:6][N:5]([C:8]2[CH:13]=[CH:12][C:11]([C:14]3[S:18][C:17]([N+:19]([O-])=O)=[C:16]([C:22]([NH2:24])=[O:23])[CH:15]=3)=[CH:10][CH:9]=2)[CH2:4][CH2:3]1.BrC1SC([N+]([O-])=O)=C(C(N)=O)C=1>>[NH2:19][C:17]1[S:18][C:14]([C:11]2[CH:10]=[CH:9][C:8]([N:5]3[CH2:4][CH2:3][S:2](=[O:25])(=[O:1])[CH2:7][CH2:6]3)=[CH:13][CH:12]=2)=[CH:15][C:16]=1[C:22]([NH2:24])=[O:23]. Reported procedure: The title compound was prepared from 5-[4-(1,1-dioxidothiomorpholin-4-yl)phenyl]-2-nitrothiophene-3-carboxamide (366 mg, 0.96 mmol) according to the general procedure described in Intermediate 10 Step 6 (nitro reduction method A). Starting materials: COC(=O)C=1SC(=CC1N)C1=CC=CC=C1 (methyl-3-amino-5-phenylthiophene-2-carboxylate), ClC1=CC=C(C(=O)Cl)C=C1 (p-chlorobenzoyl chloride). Run in N1=CC=CC=C1 (pyridine). Reaction conditions: time 3 hour. Product: COC(=O)C=1SC(=CC1NC(C1=CC=C(C=C1)Cl)=O)C1=CC=CC=C1 (3-(4-Chloro-benzoylamino)-5-phenyl-thiophene-2-carboxylic acid methyl ester). The yield is 91.1%. Reaction SMILES: [CH3:1][O:2][C:3]([C:5]1[S:6][C:7]([C:11]2[CH:16]=[CH:15][CH:14]=[CH:13][CH:12]=2)=[CH:8][C:9]=1[NH2:10])=[O:4].[Cl:17][C:18]1[CH:26]=[CH:25][C:21]([C:22](Cl)=[O:23])=[CH:20][CH:19]=1>N1C=CC=CC=1>[CH3:1][O:2][C:3]([C:5]1[S:6][C:7]([C:11]2[CH:16]=[CH:15][CH:14]=[CH:13][CH:12]=2)=[CH:8][C:9]=1[NH:10][C:22](=[O:23])[C:21]1[CH:25]=[CH:26][C:18]([Cl:17])=[CH:19][CH:20]=1)=[O:4]. Reported procedure: To mixture of methyl-3-amino-5-phenylthiophene-2-carboxylate (100 mg, 0.428 mmol) in anhydrous pyridine (4.3 ml) was added p-chlorobenzoyl chloride (71 μl, 0.556 mmol). The mixture was stirred for 3 hours at room temperature and concentrated. Purification chromatography (silica gel, hexane to hexane:ethyl acetate; 95:5) gave 145 mg (91% yield) of 3-(4-Chloro-benzoylamino)-5-phenyl-thiophene-2-carboxylic acid methyl ester. 1H NMR (CDC3, 400 MHz) 8.54 (s, 1H), 7.99-7.96 (m, 2H), 7.73-7.71 (m, 2H);... Starting materials: CCO, CCOC(=O)C1=Cc2cc(OCC)cc(Cl)c2OC1C(F)(F)F, [Li+], [OH-], O, O. Product: CCOc1cc(Cl)c2c(c1)C=C(C(=O)O)C(C(F)(F)F)O2. Reaction SMILES: [CH3:24][CH2:25][OH:26].[Cl:1][c:2]1[cH:3][c:4]([O:21][CH2:22][CH3:23])[cH:5][c:6]2[c:11]1[O:10][CH:9]([C:12]([F:13])([F:14])[F:15])[C:8]([C:16](=[O:17])[O:18][CH2:19][CH3:20])=[CH:7]2.[Li+:28].[OH-:27].[OH2:29].[OH2:30]>>[Cl:1][c:2]1[cH:3][c:4]([O:21][CH2:22][CH3:23])[cH:5][c:6]2[c:11]1[O:10][CH:9]([C:12]([F:13])([F:14])[F:15])[C:8]([C:16](=[O:17])[OH:18])=[CH:7]2. Starting materials: CCCCOCCCC, CC1(C)COCC(C)(C)N1N=O, C1CCOC1. The product is CC1(C)COCC(C)(C)N1N. As a reaction SMILES: [CH2:18]([O:19][CH2:20][CH2:21][CH2:22][CH3:23])[CH2:24][CH2:25][CH3:26].[N:1](=[O:2])[N:3]1[C:4]([CH3:11])([CH3:12])[CH2:5][O:6][CH2:7][C:8]1([CH3:9])[CH3:10].[O:13]1[CH2:14][CH2:15][CH2:16][CH2:17]1>>[NH2:1][N:3]1[C:4]([CH3:11])([CH3:12])[CH2:5][O:6][CH2:7][C:8]1([CH3:9])[CH3:10]. Reactants: FC=1C=C2C(N(C(NC2=CC1[N+](=O)[O-])=O)NS(=O)(=O)C)=O (N-(6-Fluoro-7-nitro-2,4-dioxo-1,4-dihydro-2H-quinazolin-3-yl)-methanesulfonamide), COCCN (2-methoxy-ethylamine). Product: COCCNC=1C=C2C(N(C(NC2=CC1[N+](=O)[O-])=O)NS(=O)(=O)C)=O (N-[6-(2-Methoxy-ethylamino)-7-nitro-2,4-dioxo-1,4-dihydro-2H-quinazolin-3-yl]-methanesulfonamide). Isolated yield 36.0%. As a reaction SMILES: F[C:2]1[CH:3]=[C:4]2[C:9](=[CH:10][C:11]=1[N+:12]([O-:14])=[O:13])[NH:8][C:7](=[O:15])[N:6]([NH:16][S:17]([CH3:20])(=[O:19])=[O:18])[C:5]2=[O:21].[CH3:22][O:23][CH2:24][CH2:25][NH2:26]>>[CH3:22][O:23][CH2:24][CH2:25][NH:26][C:2]1[CH:3]=[C:4]2[C:9](=[CH:10][C:11]=1[N+:12]([O-:14])=[O:13])[NH:8][C:7](=[O:15])[N:6]([NH:16][S:17]([CH3:20])(=[O:19])=[O:18])[C:5]2=[O:21]. Procedure: N-(6-Fluoro-7-nitro-2,4-dioxo-1,4-dihydro-2H-quinazolin-3-yl)-methanesulfonamide (20 mg, 0.0628 mmol) is reacted with 2-methoxy-ethylamine according to the GPA affording 8.5 mg (36%) of a red powder. Rt=3.84 min. The reactants are ClC1=CC=NC2=CC(=C(C=C12)OC)OC (4-chloro-6,7-dimethoxyquinoline), [H-].[Na+] (Sodium hydride), CS(=O)C (dimethyl sulfoxide), Cl.NC1=C(C(=C(C=C1)O)C)C (4-Amino-2,3-dimethylphenol hydrochloride). The solvent is O (Water). Run at temperature 50 celsius, time 30 minute. The product is COC=1C=C2C(=CC=NC2=CC1OC)OC1=C(C(=C(N)C=C1)C)C (4-[(6,7-Dimethoxy-4-quinolyl)oxy]-2,3-dimethylaniline). Isolated yield 64.8%. Reaction SMILES: [H-].[Na+].CS(C)=O.Cl.[NH2:8][C:9]1[CH:14]=[CH:13][C:12]([OH:15])=[C:11]([CH3:16])[C:10]=1[CH3:17].Cl[C:19]1[C:28]2[C:23](=[CH:24][C:25]([O:31][CH3:32])=[C:26]([O:29][CH3:30])[CH:27]=2)[N:22]=[CH:21][CH:20]=1>O>[CH3:30][O:29][C:26]1[CH:27]=[C:28]2[C:23](=[CH:24][C:25]=1[O:31][CH3:32])[N:22]=[CH:21][CH:20]=[C:19]2[O:15][C:12]1[CH:13]=[CH:14][C:9]([NH2:8])=[C:10]([CH3:17])[C:11]=1[CH3:16] |f:0.1,3.4|. Procedure details: Sodium hydride (60 wt %, 0.72 g) was added to dimethyl sulfoxide (10 ml). The mixture was stirred at 50° C. for 30 min and was then cooled to room temperature. 4-Amino-2,3-dimethylphenol hydrochloride (1.55 g) was added to the cooled mixture, and the mixture was stirred at room temperature for 10 min. Next, 4-chloro-6,7-dimethoxyquinoline (1.00 g) was added thereto, and the mixture was stirred at 100° C. overnight. Water was added to the reaction solution, followed by extraction with chloroform.... The reactants are C(C1=CC=CC=C1)OC1=C(OC2=NC(=C(C(=N2)NCC(=O)OCC)[N+](=O)[O-])OC2=CC(=CC=C2)C(=O)N(C)C)C=C(C=C1)C#N (2-(2-Benzyloxy-5-cyanophenoxy)-4-(ethoxycarbonylmethyl)amino-5-nitro-6-(3-(dimethylaminocarbonyl)phenoxy)pyrimidine), ( H ). Reagents/catalysts: [Zn] (zinc). Solvent: O1CCCC1 (tetrahydrofuran). Conditions: temperature 70 celsius. The product is C(C1=CC=CC=C1)OC1=C(OC=2NC3=NCC(NC3=C(N2)OC2=CC(=CC=C2)C(=O)N(C)C)=O)C=C(C=C1)C#N (2-(2-benzyloxy-5-cyanophenoxy)-4-(3-(dimethylaminocarbonyl)phenoxy)-1,7-dihydro-6(5H)-pteridinone). Yield: 139.8%. Reaction SMILES: [CH2:1]([O:8][C:9]1[CH:43]=[CH:42][C:41]([C:44]#[N:45])=[CH:40][C:10]=1[O:11][C:12]1[N:17]=[C:16]([NH:18][CH2:19][C:20]([O:22]CC)=O)[C:15]([N+:25]([O-])=O)=[C:14]([O:28][C:29]2[CH:34]=[CH:33][CH:32]=[C:31]([C:35]([N:37]([CH3:39])[CH3:38])=[O:36])[CH:30]=2)[N:13]=1)[C:2]1[CH:7]=[CH:6][CH:5]=[CH:4][CH:3]=1>[Zn].O1CCCC1>[CH2:1]([O:8][C:9]1[CH:43]=[CH:42][C:41]([C:44]#[N:45])=[CH:40][C:10]=1[O:11][C:12]1[NH:17][C:16]2[C:15](=[C:14]([O:28][C:29]3[CH:34]=[CH:33][CH:32]=[C:31]([C:35]([N:37]([CH3:39])[CH3:38])=[O:36])[CH:30]=3)[N:13]=1)[NH:25][C:20](=[O:22])[CH2:19][N:18]=2)[C:2]1[CH:7]=[CH:6][CH:5]=[CH:4][CH:3]=1. Procedure details: 2-(2-Benzyloxy-5-cyanophenoxy)-4-(ethoxycarbonylmethyl)amino-5-nitro-6-(3-(dimethylaminocarbonyl)phenoxy)pyrimidine (1.1 g, 1.80 mmol), a compound of formula (H), and granular zinc (0.5 g) were mixed with tetrahydrofuran (50 mL) and 10% aqueous HCI (10 mL). The reaction mixture was heated for 30 minutes at 70° C. The volatiles were evaporated. Saturated aqueous NaHCO3 was added and the solution extracted with ethyl acetate (300 mL). The organic layer was dried (Na2SO4) and evaporated to afford 1...